Dataset: the Open Reaction Database (ORD), a public repository of structured organic reaction records. Task: describe an organic reaction: reactants, conditions, products, and yield Reactants: [Li]CCCC, C1CCOC1, CCCCCC, CCc1nn2ccccc2c1N(CC1CCOCC1)CC1CC1, Fc1c(F)c(F)c(I)c(F)c1F, C1CCOC1, O. Product: CCc1nn2c(I)cccc2c1N(CC1CCOCC1)CC1CC1. RXN SMILES: [CH2:30]([Li:31])[CH2:32][CH2:33][CH3:34].[CH2:48]1[O:49][CH2:50][CH2:51][CH2:52]1.[CH3:24][CH2:25][CH2:26][CH2:27][CH2:28][CH3:29].[CH:1]1([CH2:4][N:5]([CH2:6][CH:7]2[CH2:8][CH2:9][O:10][CH2:11][CH2:12]2)[c:13]2[c:14]([CH2:22][CH3:23])[n:15][n:16]3[c:17]2[cH:18][cH:19][cH:20][cH:21]3)[CH2:2][CH2:3]1.[F:35][c:36]1[c:37]([I:42])[c:38]([F:39])[c:40]([F:41])[c:43]([F:44])[c:45]1[F:46].[O:53]1[CH2:54][CH2:55][CH2:56][CH2:57]1.[OH2:47]>>[CH:1]1([CH2:4][N:5]([CH2:6][CH:7]2[CH2:8][CH2:9][O:10][CH2:11][CH2:12]2)[c:13]2[c:14]([CH2:22][CH3:23])[n:15][n:16]3[c:17]2[cH:18][cH:19][cH:20][c:21]3[I:42])[CH2:2][CH2:3]1. Starting materials: NC1=NNC2=CC=C(C=C12)N (3,5-diamino-1H-indazole), solid, N1=CC=CC=C1 (pyridine), ClC1=C(C(=CC=C1)Cl)S(=O)(=O)Cl (2,6-dichlorobenzenesulfonyl chloride). Run in O1CCCC1 (tetrahydrofuran). The product is NC1=NNC2=CC=C(C=C12)NS(=O)(=O)C1=C(C=CC=C1Cl)Cl (N-(3-amino-1H-indazol-5-yl)-2,6-dichlorobenzenesulfonamide). Yield: 18.6%. As a reaction SMILES: [NH2:1][C:2]1[C:10]2[C:5](=[CH:6][CH:7]=[C:8]([NH2:11])[CH:9]=2)[NH:4][N:3]=1.N1C=CC=CC=1.[Cl:18][C:19]1[CH:24]=[CH:23][CH:22]=[C:21]([Cl:25])[C:20]=1[S:26](Cl)(=[O:28])=[O:27]>O1CCCC1>[NH2:1][C:2]1[C:10]2[C:5](=[CH:6][CH:7]=[C:8]([NH:11][S:26]([C:20]3[C:21]([Cl:25])=[CH:22][CH:23]=[CH:24][C:19]=3[Cl:18])(=[O:28])=[O:27])[CH:9]=2)[NH:4][N:3]=1. Reported procedure: N-(3-Amino-1H-indazol-5-yl)-2,6-dichlorobenzenesulfonamide can be obtained as described in Example 39 from 0.8 g of 3,5-diamino-1H-indazole, 8 ml of pyridine, 8 ml of tetrahydrofuran and 1.29 g of 2,6-dichlorobenzenesulfonyl chloride. 350 mg of N-(3-amino-1H-indazol-5-yl)-2,6-dichlorobenzenesulfonamide are thus obtained in the form of a pale yellow solid melting at 250° C. (analysis C13H10Cl2N4O2S % calculated C, 43.71; H, 2.82; Cl, 19.85; N, 15.68; O, 8.96; S, 8.98. % found C, 43.39; H, 2.92; C... Procedure: N-[2-(4-Amino-8-benzyloxy-2-ethoxymethyl-1H-imidazo[4,5-c]quinolin-1-yl)-1,1-dimethylethyl]methanesulfonamide (1.16 g, 2.33 mmol) was dissolved in 50 mL of ethanol and 10% palladium on carbon (0.46 g) was added. The mixture was shaken overnight under 50 psi (3.4×105 Pa) of hydrogen. Dichloromethane (100 mL) and methanol (100 mL) were added and reaction was filtered through CELITE filter agent. The filter cake was washed with 200 mL of 1:1 dichloromethane:methanol. The filtrate was concentrated u... Yields the product NC1=NC=2C=CC(=CC2C2=C1N=C(N2CC(C)(C)NS(=O)(=O)C)COCC)O (N-[2-(4-amino-2-ethoxymethyl-8-hydroxy-1H-imidazo[4,5-c]quinolin-1-yl)-1,1-dimethylethyl]methanesulfonamide). The solvent is CO (methanol), C(C)O (ethanol). As a reaction SMILES: [NH2:1][C:2]1[C:11]2[N:12]=[C:13]([CH2:24][O:25][CH2:26][CH3:27])[N:14]([CH2:15][C:16]([NH:19][S:20]([CH3:23])(=[O:22])=[O:21])([CH3:18])[CH3:17])[C:10]=2[C:9]2[CH:8]=[C:7]([O:28]CC3C=CC=CC=3)[CH:6]=[CH:5][C:4]=2[N:3]=1.[H][H].ClCCl.[OH-].[NH4+]>C(O)C.[Pd].CO>[NH2:1][C:2]1[C:11]2[N:12]=[C:13]([CH2:24][O:25][CH2:26][CH3:27])[N:14]([CH2:15][C:16]([NH:19][S:20]([CH3:23])(=[O:22])=[O:21])([CH3:18])[CH3:17])[C:10]=2[C:9]2[CH:8]=[C:7]([OH:28])[CH:6]=[CH:5][C:4]=2[N:3]=1 |f:3.4|. The reactants are ClCCl (Dichloromethane), [OH-].[NH4+] (ammonium hydroxide), NC1=NC=2C=CC(=CC2C2=C1N=C(N2CC(C)(C)NS(=O)(=O)C)COCC)OCC2=CC=CC=C2 (N-[2-(4-Amino-8-benzyloxy-2-ethoxymethyl-1H-imidazo[4,5-c]quinolin-1-yl)-1,1-dimethylethyl]methanesulfonamide), [H][H] (hydrogen). The reagents and catalysts are [Pd] (palladium on carbon). The yield is 60.0%. Starting materials: C[Sn](C)(C)Cl (Trimethyltin chloride), S1C=CC=C1 (thiophene), CCCCC (pentane), C(C)(C)(C)[Li] (t-butyllithium). Solvent: C1CCOC1 (THF), C1CCOC1 (THF). Reaction conditions: time 1 hour. Product: C[Sn](C=1SC=CC1)(C)C (2-Trimethylstannylthiophene). RXN SMILES: [S:1]1[CH:5]=[CH:4][CH:3]=[CH:2]1.C([Li])(C)(C)C.CCCCC.[CH3:16][Sn:17](Cl)([CH3:19])[CH3:18]>C1COCC1>[CH3:16][Sn:17]([CH3:19])([CH3:18])[C:2]1[S:1][CH:5]=[CH:4][CH:3]=1. Reported procedure: To a solution of thiophene (2.1 g, 25.0 mmol) in anhydrous THF (50 mL) was added dropwise over 30 minutes at -38 C. t-butyllithium in pentane (1.6M, 16.0 mL, 25.6 mmol). The solution was stirred for 1 h at -38 C. and then cooled to -78 C. Trimethyltin chloride in THF (1M, 25.3 mL, 25.3 mmol) was added dropwise over 30 min. The reaction was then stirred for 2 h at-78 C. and then for 15 h at r.t. The solvent was evaporated and the resulting yellow solid was taken up in ether, washed with water and... The reactants are OC1=C(C=C(C=C1)N1C(C=C(C=C1)C1=CC=C(C=C1)C(F)(F)F)=O)OC (1-(4-hydroxy-3-methoxyphenyl)-4-(4-(trifluoromethyl)phenyl)pyridin-2(1H)-one), [F-].[Cs+] (cesium fluoride), [N+](=O)([O-])C=1C=C(C=CC1)S(=O)(=O)OC[C@@H]1OC1 ((R)-oxiran-2-ylmethyl 3-nitrobenzenesulfonate). Solvent: C(Cl)Cl (DCM), CN(C)C=O (DMF). Run at time 30 minute. Product: COC=1C=C(C=CC1OC[C@@H]1OC1)N1C(C=C(C=C1)C1=CC=C(C=C1)C(F)(F)F)=O ((R)-1-(3-methoxy-4-(oxiran-2-ylmethoxy)phenyl)-4-(4-(trifluoromethyl)phenyl)pyridin-2(1H)-one). Isolated yield 73.1%. RXN SMILES: [OH:1][C:2]1[CH:7]=[CH:6][C:5]([N:8]2[CH:13]=[CH:12][C:11]([C:14]3[CH:19]=[CH:18][C:17]([C:20]([F:23])([F:22])[F:21])=[CH:16][CH:15]=3)=[CH:10][C:9]2=[O:24])=[CH:4][C:3]=1[O:25][CH3:26].[F-].[Cs+].[N+](C1C=C(S(O[CH2:42][C@H:43]2[CH2:45][O:44]2)(=O)=O)C=CC=1)([O-])=O>CN(C=O)C.C(Cl)Cl>[CH3:26][O:25][C:3]1[CH:4]=[C:5]([N:8]2[CH:13]=[CH:12][C:11]([C:14]3[CH:19]=[CH:18][C:17]([C:20]([F:21])([F:22])[F:23])=[CH:16][CH:15]=3)=[CH:10][C:9]2=[O:24])[CH:6]=[CH:7][C:2]=1[O:1][CH2:42][C@H:43]1[CH2:45][O:44]1 |f:1.2|. Procedure details: A mixture of 1-(4-hydroxy-3-methoxyphenyl)-4-(4-(trifluoromethyl)phenyl)pyridin-2(1H)-one Part B of Procedure 14 (38 mg, 0.105 mmol) and cesium fluoride (48 mg, 0.32 mmol) in DMF (1 mL) was stirred at RT for 30 min. Then, (R)-oxiran-2-ylmethyl 3-nitrobenzenesulfonate (35 mg, 0.13 mmol) was added and stirred overnight at RT. Diluted with DCM, washed with water, sat. NaHCO3, dried (Na2SO4), and concentrated. The crude was purified using ISCO flash chromatography (silica gel/hexanes/ethyl acetate 1... Reactants: C(C#C)Br (propargyl bromide), ON1N=CC=C1 (1-hydroxypyrazole), C([O-])([O-])=O.[Na+].[Na+] (sodium carbonate). The solvent is C(C)#N (acetonitrile), ClCCl (dichloromethane). Reaction conditions: time 12 hour. Yields the product C(C#C)ON1N=CC=C1 (1-pyrazolyl propargyl ether). Isolated yield 68.8%. As a reaction SMILES: [CH2:1](Br)[C:2]#[CH:3].[OH:5][N:6]1[CH:10]=[CH:9][CH:8]=[N:7]1.C(=O)([O-])[O-].[Na+].[Na+]>C(#N)C.ClCCl>[CH2:1]([O:5][N:6]1[CH:10]=[CH:9][CH:8]=[N:7]1)[C:2]#[CH:3] |f:2.3.4|. Reported procedure: 21.3 g of propargyl bromide are added to 15 g of 1-hydroxypyrazole and 15 g of sodium carbonate in 200 g of acetonitrile at 25° C., while stirring. Stirring is continued for 12 hours, after which the mixture is filtered under suction, the residue is washed with 100 g of acetonitrile, and the combined liquids are evaporated down in a rotary evaporator at 40° C. and under 20 mbar. The residue obtained in this procedure is dissolved in 200 g of dichloromethane, the solution is extracted 3 times wit... Starting materials: 11.3, C(\C=C\C(=O)O)(=O)O.N1CCC(CCC1)NC1=NC2=C(N1CC=1OC(=CC1)C)C=CC=C2 (N-(hexahydro-1H-azepin-4-yl)-1-[(5-methyl-2-furanyl)methyl]-1H-benzimidazol-2-amine (E)-2-butenedioate), hemihydrate, C([O-])([O-])=O.[Na+].[Na+] (sodium carbonate). Run in CO (methanol). Reaction conditions: temperature 30 celsius, time 30 minute. The product is C(C(=O)O)(=O)O.CC1=CC=C(O1)CN1C(=NC2=C1C=CC=C2)NC2CCN(CCC2)CCO (hexahydro-4-[[1-[(5-methyl-2-furanyl)methyl]-1H-benzimidazol-2-yl]amino]-1H-azepine-1-ethanol ethanedioate). Isolated yield 6.3%. As a reaction SMILES: C(O)(=O)/C=[CH:3]/[C:4]([OH:6])=[O:5].[NH:9]1[CH2:15][CH2:14][CH2:13][CH:12]([NH:16][C:17]2[N:21]([CH2:22][C:23]3[O:24][C:25]([CH3:28])=[CH:26][CH:27]=3)[C:20]3[CH:29]=[CH:30][CH:31]=[CH:32][C:19]=3[N:18]=2)[CH2:11][CH2:10]1.[C:33](=[O:36])([O-:35])[O-].[Na+].[Na+]>CO>[C:4]([OH:6])(=[O:5])[C:33]([OH:35])=[O:36].[CH3:28][C:25]1[O:24][C:23]([CH2:22][N:21]2[C:20]3[CH:29]=[CH:30][CH:31]=[CH:32][C:19]=3[N:18]=[C:17]2[NH:16][CH:12]2[CH2:13][CH2:14][CH2:15][N:9]([CH2:3][CH2:4][OH:5])[CH2:10][CH2:11]2)=[CH:27][CH:26]=1 |f:0.1,2.3.4,6.7|. Reported procedure: A mixture of 11.3 parts of N-(hexahydro-1H-azepin-4-yl)-1-[(5-methyl-2-furanyl)methyl]-1H-benzimidazol-2-amine (E)-2-butenedioate(2:3), hemihydrate, 10.6 parts of sodium carbonate and 120 parts of methanol was stirred for 30 minutes at reflux temperature. After cooling to 30° C., gaseous oxirane was bubbled during 2 hours through the mixture. The reaction mixture was evaporated and the residue was stirred in dichloromethane. The precipitate was filtered off over diatomaceous earth and the filtra...